Dataset: the Open Reaction Database (ORD), a public repository of structured organic reaction records. Task: describe an organic reaction: reactants, conditions, products, and yield Starting materials: O.O.O.O.O.O.O.O.O.O.S(=O)(=O)([O-])[O-].[Na+].[Na+] (sodium sulfate decahydrate), C(C)OC(C1=CC(=CC=C1)CC=1C(=NC(=NC1NCCCCC)N)C)=O ([3-(2-Amino-4-methyl-6-pentylamino-pyrimidin-5-ylmethyl)]-benzoic acid ethyl ester), [H-].[Al+3].[Li+].[H-].[H-].[H-] (lithium aluminium hydride). Solvent: C1CCOC1 (THF), C1CCOC1 (THF). Reaction conditions: time 2 hour. The product is NC1=NC(=C(C(=N1)C)CC=1C=C(C=CC1)CO)NCCCCC ([3-(2-Amino-4-methyl-6-pentylamino-pyrimidin-5-ylmethyl)-phenyl]-methanol). The yield is 97.2%. As a reaction SMILES: C([O:3][C:4](=O)[C:5]1[CH:10]=[CH:9][CH:8]=[C:7]([CH2:11][C:12]2[C:13]([CH3:25])=[N:14][C:15]([NH2:24])=[N:16][C:17]=2[NH:18][CH2:19][CH2:20][CH2:21][CH2:22][CH3:23])[CH:6]=1)C.[H-].[Al+3].[Li+].[H-].[H-].[H-].O.O.O.O.O.O.O.O.O.O.S([O-])([O-])(=O)=O.[Na+].[Na+]>C1COCC1>[NH2:24][C:15]1[N:14]=[C:13]([CH3:25])[C:12]([CH2:11][C:7]2[CH:6]=[C:5]([CH2:4][OH:3])[CH:10]=[CH:9][CH:8]=2)=[C:17]([NH:18][CH2:19][CH2:20][CH2:21][CH2:22][CH3:23])[N:16]=1 |f:1.2.3.4.5.6,7.8.9.10.11.12.13.14.15.16.17.18.19|. Reported procedure: A solution of the product from step (iii) (0.7 g) in THF (10 mL) was added to a solution of lithium aluminium hydride (1M in THF, 4.1 mL) in THF (10 mL) at 0° C. The mixture was stirred at rt for 2 h, sodium sulfate decahydrate (10 g) was added and the suspension stirred for 1 h. The suspension was filtered and the filtrate diluted with saturated aq ammonium chloride (20 mL). The aqueous phase was separated and the organic phase dried and evaporated under reduced pressure to give the subtitle co... The reactants are FC1=C(C(=O)NCC2=CC3=C(OCO3)C=C2)C=C(C=C1)[N+](=O)[O-] (2-fluoro-5-nitro-N-(1,3-benzodioxol-5-ylmethyl)benzamide), N[C@@H]1CC[C@H](CC1)O (trans-4-aminocyclohexanol). The solvent is N1=CC=CC=C1 (pyridine). Reaction conditions: time 15 hour. The product is O[C@@H]1CC[C@H](CC1)NC1=C(C(=O)NCC2=CC3=C(OCO3)C=C2)C=C(C=C1)[N+](=O)[O-] (2-(trans-4-hydroxycyclohexylamino)-5-nitro-N-(1,3-benzodioxol-5-ylmethyl)benzamide). The yield is 84.2%. As a reaction SMILES: F[C:2]1[CH:20]=[CH:19][C:18]([N+:21]([O-:23])=[O:22])=[CH:17][C:3]=1[C:4]([NH:6][CH2:7][C:8]1[CH:16]=[CH:15][C:11]2[O:12][CH2:13][O:14][C:10]=2[CH:9]=1)=[O:5].[NH2:24][C@H:25]1[CH2:30][CH2:29][C@H:28]([OH:31])[CH2:27][CH2:26]1>N1C=CC=CC=1>[OH:31][C@H:28]1[CH2:29][CH2:30][C@H:25]([NH:24][C:2]2[CH:20]=[CH:19][C:18]([N+:21]([O-:23])=[O:22])=[CH:17][C:3]=2[C:4]([NH:6][CH2:7][C:8]2[CH:16]=[CH:15][C:11]3[O:12][CH2:13][O:14][C:10]=3[CH:9]=2)=[O:5])[CH2:26][CH2:27]1. Procedure: To a solution of 2-fluoro-5-nitro-N-(1,3-benzodioxol-5-ylmethyl)benzamide (150 mg) in anhydrous pyridine (3 mL) was added trans-4-aminocyclohexanol (81.4 mg), and the mixture was stirred for 15 hours at ambient temperature, and then for 3 hours at 60° C. The mixture was partitioned between ethyl acetate and water. The separated organic layer was washed with water and brine, dried over magnesium sulfate and evaporated in vacuo. The residue was subjected to a silica gel column chromatography eluti...